Dataset: the Open Reaction Database (ORD), a public repository of structured organic reaction records. Task: describe an organic reaction: reactants, conditions, products, and yield Reactants: ClCC(=O)NCC(=O)NC(C(=O)OCC)C(=O)OCC (Diethyl 2-[[N-(chloroacetyl)glycyl]amino]malonate), [OH-].[Na+] (sodium hydroxide). Product: ClCC(=O)NCC(=O)NC(C(=O)[O-])C(=O)[O-].[Na+].[Na+] (disodium 2-[[N-(chloroacetyl)glycyl]amino]malonate). As a reaction SMILES: [Cl:1][CH2:2][C:3]([NH:5][CH2:6][C:7]([NH:9][CH:10]([C:16]([O:18]CC)=[O:17])[C:11]([O:13]CC)=[O:12])=[O:8])=[O:4].[OH-].[Na+:22]>>[Cl:1][CH2:2][C:3]([NH:5][CH2:6][C:7]([NH:9][CH:10]([C:16]([O-:18])=[O:17])[C:11]([O-:13])=[O:12])=[O:8])=[O:4].[Na+:22].[Na+:22] |f:1.2,3.4.5|. Procedure details: Diethyl 2-[[N-(chloroacetyl)glycyl]amino]malonate (0.68 g) is added to 1N aqueous sodium hydroxide (4.7 ml), and the mixture is reacted at room temperature for 10 hours, and the reaction mixture is concentrated. The residue is washed with methanol to give disodium 2-[[N-(chloroacetyl)glycyl]amino]malonate (0.65 g). The reactants are FC1=C(C=CC=C1F)N1N=NN=C1C=1C(=NC=C(C1)B1OC(C(O1)(C)C)(C)C)N (3-(1-(2,3-difluorophenyl)-1H-tetrazol-5-yl)-5-(4,4,5,5-tetramethyl-1,3,2-dioxaborolan-2-yl)pyridin-2-amine), BrC1=CN=C(S1)C1CCN(CC1)C(=O)OC(C)(C)C (tert-butyl 4-(5-bromothiazol-2-yl)piperidine-1-carboxylate), PdCl2(dppf)-2. Product: FC1=C(C=CC=C1F)N1N=NN=C1C=1C(=NC=C(C1)C1=CN=C(S1)C1CCNCC1)N (3-(1-(2,3-difluorophenyl)-1H-tetrazol-5-yl)-5-(2-(piperidin-4-yl)thiazol-5-yl)pyridin-2-amine). Reaction SMILES: [F:1][C:2]1[C:7]([F:8])=[CH:6][CH:5]=[CH:4][C:3]=1[N:9]1[C:13]([C:14]2[C:15]([NH2:29])=[N:16][CH:17]=[C:18](B3OC(C)(C)C(C)(C)O3)[CH:19]=2)=[N:12][N:11]=[N:10]1.Br[C:31]1[S:35][C:34]([CH:36]2[CH2:41][CH2:40][N:39](C(OC(C)(C)C)=O)[CH2:38][CH2:37]2)=[N:33][CH:32]=1>>[F:1][C:2]1[C:7]([F:8])=[CH:6][CH:5]=[CH:4][C:3]=1[N:9]1[C:13]([C:14]2[C:15]([NH2:29])=[N:16][CH:17]=[C:18]([C:31]3[S:35][C:34]([CH:36]4[CH2:41][CH2:40][NH:39][CH2:38][CH2:37]4)=[N:33][CH:32]=3)[CH:19]=2)=[N:12][N:11]=[N:10]1. Procedure: Using the same protocol used to prepare compound I-A-492, 3-(1-(2,3-difluorophenyl)-1H-tetrazol-5-yl)-5-(4,4,5,5-tetramethyl-1,3,2-dioxaborolan-2-yl)pyridin-2-amine and tert-butyl 4-(5-bromothiazol-2-yl)piperidine-1-carboxylate were reacted together in a PdCl2(dppf)-2-mediated coupling to produce 3-(1-(2,3-difluorophenyl)-1H-tetrazol-5-yl)-5-(2-(piperidin-4-yl)thiazol-5-yl)pyridin-2-amine; 1H NMR (DMSO-d6): 8.46 (d, J=2.3 Hz, 1H), 7.90-7.48 (m, 5H), 3.40-3.22 (m, 3H), 3.11-2.92 (m, 2H), 2.22-2.1... Reactants: ClC1=C(C=C(C=C1)Cl)S(=O)(=O)NCC=1C=C(C=CC1)C=1C=C2C(=CNC2=C(C1)C(=O)N)C1CCN(CC1)S(=O)(=O)CC (5-[3-({[(2,5-dichlorophenyl)sulfonyl]amino}methyl)phenyl]-3-[1-(ethylsulfonyl)-4-piperidinyl]-1H-indole-7-carboxamide), ClC1=C(C=C(C=C1)Cl)S(=O)(=O)Cl (2,5-dichlorobenzenesulfonyl chloride). The product is C(C)S(=O)(=O)N1CCC(CC1)C1=CNC2=C(C=C(C=C12)C1=CC(=CC=C1)CNS(=O)(=O)C1=CC=CC=C1)C(=O)N (3-[1-(ethylsulfonyl)-4-piperidinyl]-5-(3-{[(phenylsulfonyl)amino]methyl}phenyl)-1H-indole-7-carboxamide). The yield is 24.0%. As a reaction SMILES: Cl[C:2]1[CH:7]=[CH:6][C:5](Cl)=[CH:4][C:3]=1[S:9]([NH:12][CH2:13][C:14]1[CH:15]=[C:16]([C:20]2[CH:21]=[C:22]3[C:26](=[C:27]([C:29]([NH2:31])=[O:30])[CH:28]=2)[NH:25][CH:24]=[C:23]3[CH:32]2[CH2:37][CH2:36][N:35]([S:38]([CH2:41][CH3:42])(=[O:40])=[O:39])[CH2:34][CH2:33]2)[CH:17]=[CH:18][CH:19]=1)(=[O:11])=[O:10].ClC1C=CC(Cl)=CC=1S(Cl)(=O)=O>>[CH2:41]([S:38]([N:35]1[CH2:34][CH2:33][CH:32]([C:23]2[C:22]3[C:26](=[C:27]([C:29]([NH2:31])=[O:30])[CH:28]=[C:20]([C:16]4[CH:17]=[CH:18][CH:19]=[C:14]([CH2:13][NH:12][S:9]([C:3]5[CH:2]=[CH:7][CH:6]=[CH:5][CH:4]=5)(=[O:11])=[O:10])[CH:15]=4)[CH:21]=3)[NH:25][CH:24]=2)[CH2:37][CH2:36]1)(=[O:39])=[O:40])[CH3:42]. Reported procedure: The title compound was prepared according to the general procedure of 5-[3-({[(2,5-dichlorophenyl)sulfonyl]amino}methyl)phenyl]-3-[1-(ethylsulfonyl)-4-piperidinyl]-1H-indole-7-carboxamide substituting benzenesulfonyl chloride (62 mg, 0.352 mmol) for 2,5-dichlorobenzenesulfonyl chloride. Reaction mixture was then concentrated and purified by Gilson Preparatory HPLC to give 13.4 mg the title compound (24%). Starting materials: ClC1=C(C=C(C=C1)C(C1(CC1)C(=O)OC(C)(C)C)O)NC([C@@H]([C@H](C(F)(F)F)C)C1=CC=C(C=C1)Cl)=O (tert-butyl 1-[(4-chloro-3-{[(2S,3R)-2-(4-chlorophenyl)-4,4,4-trifluoro-3-methylbutanoyl]amino}phenyl)(hydroxy)methyl]cyclopropanecarboxylate), C(=C)OCC (ethyl vinyl ether), bis(acetato)(1,10-phenanthrolin-N1,N10)palladium, C(=C)OCC (ethyl vinyl ether), bis(acetato)(1,10-phenanthrolin-N1,N10)palladium. Reaction conditions: temperature 50 celsius, time 2 day. Yields the product ClC1=C(C=C(C=C1)C(C1(CC1)C(=O)OC(C)(C)C)OC=C)NC([C@@H]([C@H](C(F)(F)F)C)C1=CC=C(C=C1)Cl)=O (tert-Butyl 1-[(4-chloro-3-{[(2S,3R)-2-(4-chlorophenyl)-4,4,4-trifluoro-3-methylbutanoyl]amino}-phenyl)(vinyloxy)methyl]cyclopropanecarboxylate). Run in ClCCl (dichloromethane). RXN SMILES: [Cl:1][C:2]1[CH:7]=[CH:6][C:5]([CH:8]([OH:19])[C:9]2([C:12]([O:14][C:15]([CH3:18])([CH3:17])[CH3:16])=[O:13])[CH2:11][CH2:10]2)=[CH:4][C:3]=1[NH:20][C:21](=[O:36])[C@H:22]([C:29]1[CH:34]=[CH:33][C:32]([Cl:35])=[CH:31][CH:30]=1)[C@@H:23]([CH3:28])[C:24]([F:27])([F:26])[F:25].[CH:37](OCC)=[CH2:38]>ClCCl>[Cl:1][C:2]1[CH:7]=[CH:6][C:5]([CH:8]([O:19][CH:37]=[CH2:38])[C:9]2([C:12]([O:14][C:15]([CH3:18])([CH3:16])[CH3:17])=[O:13])[CH2:10][CH2:11]2)=[CH:4][C:3]=1[NH:20][C:21](=[O:36])[C@H:22]([C:29]1[CH:30]=[CH:31][C:32]([Cl:35])=[CH:33][CH:34]=1)[C@@H:23]([CH3:28])[C:24]([F:27])([F:25])[F:26]. Procedure details: Under argon, 473 mg (0.87 mmol) of tert-butyl 1-[(4-chloro-3-{[(2S,3R)-2-(4-chlorophenyl)-4,4,4-trifluoro-3-methylbutanoyl]amino}phenyl)(hydroxy)methyl]cyclopropanecarboxylate (as diastereomer mixture) were dissolved in 2.4 ml of dichloromethane, and 1.24 ml (13 mmol) of ethyl vinyl ether and 11 mg (0.03 mmol) of)bis(acetato)(1,10-phenanthrolin-N1,N10)palladium [J. Org. Chem. 62, 1560-1562 (1997)] were added at room temperature. The reaction solution was then heated to 50° C. and stirred at this... Starting materials: CC(=O)c1csc(NC(=O)NCc2ccc(Cl)c(Cl)c2)n1, CC(=O)O[BH-](OC(C)=O)OC(C)=O, CN, [Na+], C1CCOC1. Yields the product CNC(C)c1csc(NC(=O)NCc2ccc(Cl)c(Cl)c2)n1. RXN SMILES: [C:1]([CH3:2])(=[O:3])[c:4]1[n:5][c:6]([NH:9][C:10](=[O:11])[NH:12][CH2:13][c:14]2[cH:15][c:16]([Cl:21])[c:17]([Cl:20])[cH:18][cH:19]2)[s:7][cH:8]1.[C:22]([O:23][BH-:24]([O:25][C:26](=[O:27])[CH3:28])[O:29][C:30](=[O:31])[CH3:32])(=[O:33])[CH3:34].[CH3:36][NH2:37].[Na+:35].[O:38]1[CH2:39][CH2:40][CH2:41][CH2:42]1>>[CH:1]([CH3:2])([c:4]1[n:5][c:6]([NH:9][C:10](=[O:11])[NH:12][CH2:13][c:14]2[cH:15][c:16]([Cl:21])[c:17]([Cl:20])[cH:18][cH:19]2)[s:7][cH:8]1)[NH:37][CH3:36]. Isolated yield 80.0%. The product is COC=1C=C(C=CC1)C(=O)N=C=S (3-Methoxy-1-benzenecarbonyl isothiocyanate), COC=1C=C2C(=CC=NC2=CC1OC)OC1=CC=C(C=C1)NC(=S)NC(C1=CC(=CC=C1)OC)=O (N-{4-[(6,7-Dimethoxy-4-quinolyl)oxy]phenyl}-N′-(3-methoxybenzoyl)thiourea). Reaction conditions: time 2 hour. Reported procedure: 3-Methoxy-1-benzenecarbonyl isothiocyanate was prepared using commercially available 3-methoxy-1-benzenecarbonyl chloride (80 mg) as a starting compound according to the description of the literature. 4-[(6,7-Dimethoxy-4-quinolyl)oxy]aniline (50 mg) was dissolved in toluene (5 ml) and ethanol (1 ml) to prepare a solution. A solution of 3-methoxy-1-benzenecarbonyl isothiocyanate in ethanol (1 ml) was then added to the solution, and the mixture was stirred at room temperature for 2 hr. The reactio... RXN SMILES: COC1C=C(C(Cl)=O)C=CC=1.[CH3:12][O:13][C:14]1[CH:15]=[C:16]2[C:21](=[CH:22][C:23]=1[O:24][CH3:25])[N:20]=[CH:19][CH:18]=[C:17]2[O:26][C:27]1[CH:33]=[CH:32][C:30]([NH2:31])=[CH:29][CH:28]=1.[CH3:34][O:35][C:36]1[CH:37]=[C:38]([C:42]([N:44]=[C:45]=[S:46])=[O:43])[CH:39]=[CH:40][CH:41]=1>C1(C)C=CC=CC=1.C(O)C>[CH3:34][O:35][C:36]1[CH:37]=[C:38]([C:42]([N:44]=[C:45]=[S:46])=[O:43])[CH:39]=[CH:40][CH:41]=1.[CH3:12][O:13][C:14]1[CH:15]=[C:16]2[C:21](=[CH:22][C:23]=1[O:24][CH3:25])[N:20]=[CH:19][CH:18]=[C:17]2[O:26][C:27]1[CH:33]=[CH:32][C:30]([NH:31][C:45]([NH:44][C:42](=[O:43])[C:38]2[CH:39]=[CH:40][CH:41]=[C:36]([O:35][CH3:34])[CH:37]=2)=[S:46])=[CH:29][CH:28]=1. Starting materials: COC=1C=C(C=CC1)C(=O)N=C=S (3-methoxy-1-benzenecarbonyl isothiocyanate), COC=1C=C(C=CC1)C(=O)Cl (3-methoxy-1-benzenecarbonyl chloride), COC=1C=C2C(=CC=NC2=CC1OC)OC1=CC=C(N)C=C1 (4-[(6,7-Dimethoxy-4-quinolyl)oxy]aniline). Run in C(C)O (ethanol), C(C)O (ethanol), C1(=CC=CC=C1)C (toluene). Starting materials: COC=1CCCC(CN1)(C)C (3,4,5,6-tetrahydro-7-methoxy-3,3-dimethyl-2H-azepine), [Cl-].[NH4+] (ammonium chloride). Run in CO (MeOH). The product is Cl.CC1(CCCC(NC1)=N)C (hexahydro-6,6-dimethyl-1H-azepin-2-imine, monohydrochloride). The yield is 91.3%. As a reaction SMILES: CO[C:3]1[CH2:4][CH2:5][CH2:6][C:7]([CH3:11])([CH3:10])[CH2:8][N:9]=1.[Cl-:12].[NH4+:13]>CO>[ClH:12].[CH3:10][C:7]1([CH3:11])[CH2:8][NH:9][C:3](=[NH:13])[CH2:4][CH2:5][CH2:6]1 |f:1.2,4.5|. Procedure details: The product of EXAMPLE 63 (490 mg, 3.2 mmol) in 18 mL of MeOH was reacted with ammonium chloride (125 mg, 2.4 mmol) by the method of EXAMPLE 27 to yield 387 mg (69%) of the title material.